This data is from the Open Reaction Database (ORD), a public repository of structured organic reaction records. The task is: describe an organic reaction: reactants, conditions, products, and yield Starting materials: OC1=CC=C(C=O)C=C1 (4-hydroxybenzaldehyde), Alkene, CCCCCC.CCOC(=O)C (Hexane EtOAc), CC1=CC2=C(N=C(S2)C2=CC=C(CP(OCC)(OCC)=O)C=C2)C=C1 (diethyl 4-(6-methylbenzothiazol-2-yl)benzylphosphonate), CC(C)([O-])C.[K+] (potassium t-butoxide). Solvent: C1CCOC1 (THF), C1CCOC1 (THF). Product: CC1=CC2=C(N=C(S2)C2=CC=C(C=C2)/C=C/C2=CC=C(C=C2)O)C=C1 (4-{(E)-2-[4-(6-Methyl-1,3-benzothiazol-2-yl)phenyl]ethenyl}phenol). Isolated yield 66.8%. As a reaction SMILES: [CH3:1][C:2]1[CH:25]=[CH:24][C:5]2[N:6]=[C:7]([C:9]3[CH:23]=[CH:22][C:12]([CH2:13]P(=O)(OCC)OCC)=[CH:11][CH:10]=3)[S:8][C:4]=2[CH:3]=1.CC(C)([O-])C.[K+].[OH:32][C:33]1[CH:40]=[CH:39][C:36]([CH:37]=O)=[CH:35][CH:34]=1.CCCCCC.CCOC(C)=O>C1COCC1>[CH3:1][C:2]1[CH:25]=[CH:24][C:5]2[N:6]=[C:7]([C:9]3[CH:10]=[CH:11][C:12](/[CH:13]=[CH:37]/[C:36]4[CH:39]=[CH:40][C:33]([OH:32])=[CH:34][CH:35]=4)=[CH:22][CH:23]=3)[S:8][C:4]=2[CH:3]=1 |f:1.2,4.5|. Procedure details: Prepared as described in the Alkene Formation section using diethyl 4-(6-methylbenzothiazol-2-yl)benzylphosphonate (0.10 g, 0.266 mmol) in dry THF (10 ml), potassium t-butoxide (0.063 g, 0.559 mmol) and 4-hydroxybenzaldehyde (0.033 g, 0.266 mmol) in dry THF (5 ml) to give the title compound (0.061 g, 67%) as a pale orange solid after work-up and flash chromatography (2:1 Hexane/EtOAc). The reactants are [Br-], CCOC(=O)c1c(-c2ccc(Br)cc2)c(C#N)cn1C, [Zn+]C1CCCC1, C1COCCO1, O, c1ccc(P(c2ccccc2)c2ccccc2)cc1. Product: CCOC(=O)c1c(-c2ccc(C3CCCC3)cc2)c(C#N)cn1C. As a reaction SMILES: [Br-:1].[CH2:8]([CH3:9])[O:10][C:11](=[O:12])[c:13]1[n:14]([CH3:27])[cH:15][c:16]([C:25]#[N:26])[c:17]1-[c:18]1[cH:19][cH:20][c:21]([Br:24])[cH:22][cH:23]1.[CH:2]1([Zn+:7])[CH2:3][CH2:4][CH2:5][CH2:6]1.[O:48]1[CH2:49][CH2:50][O:51][CH2:52][CH2:53]1.[OH2:47].[c:28]1([P:29]([c:30]2[cH:31][cH:32][cH:33][cH:34][cH:35]2)[c:36]2[cH:37][cH:38][cH:39][cH:40][cH:41]2)[cH:42][cH:43][cH:44][cH:45][cH:46]1>>[CH:2]1([c:21]2[cH:20][cH:19][c:18](-[c:17]3[c:13]([C:11]([O:10][CH2:8][CH3:9])=[O:12])[n:14]([CH3:27])[cH:15][c:16]3[C:25]#[N:26])[cH:23][cH:22]2)[CH2:3][CH2:4][CH2:5][CH2:6]1. As a reaction SMILES: [NH2:1][C:2]1[N:7]=[C:6](Br)[C:5]([C:9]#[N:10])=[C:4]([S:11][CH3:12])[N:3]=1.[CH3:13][C:14]1[CH:15]=[N:16][NH:17][CH:18]=1.C(=O)([O-])[O-].[Cs+].[Cs+]>CN1C(=O)CCC1>[NH2:1][C:2]1[N:7]=[C:6]([N:16]2[CH:15]=[C:14]([CH3:13])[CH:18]=[N:17]2)[C:5]([C:9]#[N:10])=[C:4]([S:11][CH3:12])[N:3]=1 |f:2.3.4|. Procedure: From 2-amino-4-bromo-6-methylsulfanyl-pyrimidine-5-carbonitrile, 4-methyl-pyrazole and cesium carbonate in NMP. EI-MS m/e (%): 246 (M+, 85), 245 ([M—H]+, 100). The solvent is CN1CCCC1=O (NMP). Yields the product NC1=NC(=C(C(=N1)N1N=CC(=C1)C)C#N)SC (2-Amino-4-(4-methyl-pyrazol-1-yl)-6-methylsulfanyl-pyrimidine-5-carbonitrile). The reactants are NC1=NC(=C(C(=N1)Br)C#N)SC (2-amino-4-bromo-6-methylsulfanyl-pyrimidine-5-carbonitrile), CC=1C=NNC1 (4-methyl-pyrazole), C([O-])([O-])=O.[Cs+].[Cs+] (cesium carbonate). Reactants: O=C1NC(N2N1CC=CC2C(=O)O)=O (2,3,5,8-Tetrahydro-1,3-dioxo-1H-1,2,4-triazolo[1,2-a]pyridazine-5-carboxylic acid), C=O (formaldehyde). Run in C(C)(C)O (isopropanol). Product: OCN1C(N2N(CC=CC2C(=O)O)C1=O)=O (2,3,5,8-tetrahydro-2-hydroxymethyl-1,3-dioxo-1H-1,2,4-triazolo[1,2-a]pyridazine-5-carboxylic acid). Isolated yield 44.0%. As a reaction SMILES: [O:1]=[C:2]1[N:6]2[CH2:7][CH:8]=[CH:9][CH:10]([C:11]([OH:13])=[O:12])[N:5]2[C:4](=[O:14])[NH:3]1.[CH2:15]=[O:16]>C(O)(C)C>[OH:16][CH2:15][N:3]1[C:2](=[O:1])[N:6]2[CH2:7][CH:8]=[CH:9][CH:10]([C:11]([OH:13])=[O:12])[N:5]2[C:4]1=[O:14]. Procedure: 2,3,5,8-Tetrahydro-1,3-dioxo-1H-1,2,4-triazolo[1,2-a]pyridazine-5-carboxylic acid is reacted with formaldehyde in a manner analogous to that described in the preceding paragraph to give in 44% yield 2,3,5,8-tetrahydro-2-hydroxymethyl-1,3-dioxo-1H-1,2,4-triazolo[1,2-a]pyridazine-5-carboxylic acid of melting point 175°-178° C. (from isopropanol). This acid is esterified using diazomethane in ether to give methyl 2-hydroxymethyl-2,3,5,8-tetrahydro-1,3-dioxo-1H-1,2,4-triazolo[1,2-a]pyridazine-5-carb... The reactants are O (water), NC1=C(C#N)C=C(C(=N1)C=1OC=CC1)C1=CNC(C=C1)=O (2-Amino-6-(2-furyl)-5-(6-oxo-1,6-dihydro-3-pyridinyl)nicotinonitrile), C([O-])([O-])=O.[K+].[K+] (potassium carbonate), C(CC)I (Propyl iodide). Solvent: CN(C=O)C (N,N-dimethylformamide). Conditions: temperature 70 celsius, time 18 hour. The product is NC1=NC(=C(C=C1C#N)C=1C=NC=CC1CCC)C=1OC=CC1 (2-Amino-6-(2-furyl)-5-(4-propyl-3-pyridyl)-3-pyridinecarbonitrile). The yield is 11.9%. RXN SMILES: [NH2:1][C:2]1[N:9]=[C:8]([C:10]2[O:11][CH:12]=[CH:13][CH:14]=2)[C:7]([C:15]2[CH:20]=[CH:19][C:18](=O)[NH:17][CH:16]=2)=[CH:6][C:3]=1[C:4]#[N:5].C(=O)([O-])[O-].[K+].[K+].[CH2:28](I)[CH2:29][CH3:30].O>CN(C)C=O>[NH2:1][C:2]1[C:3]([C:4]#[N:5])=[CH:6][C:7]([C:15]2[CH:16]=[N:17][CH:18]=[CH:19][C:20]=2[CH2:28][CH2:29][CH3:30])=[C:8]([C:10]2[O:11][CH:12]=[CH:13][CH:14]=2)[N:9]=1 |f:1.2.3|. Procedure: 2-Amino-6-(2-furyl)-5-(6-oxo-1,6-dihydro-3-pyridinyl)nicotinonitrile (20 mg, 0.072 mmol) and potassium carbonate (30 mg, 0.22 mmol) were introduced into a reaction vessel, dissolved in N,N-dimethylformamide (1 mL). Propyl iodide (52 mg, 0.31 mmol) was added thereto, followed by stirring at 70° C. for 18 hours. After the reaction was finished, water was added thereto, and it was extracted with ethyl acetate. After removing the aqueous layer, the organic layer was concentrated and purified by high...